From a dataset of the Open Reaction Database (ORD), a public repository of structured organic reaction records. describe an organic reaction: reactants, conditions, products, and yield The reactants are NC=1C(=CC(=C(C1)N1C(N(C(=CC1=O)C(F)(F)F)C)=O)F)Cl (3-(5-amino-4-chloro-2-fluorophenyl)-1-methyl-6-trifluoromethyl-2,4(1H,3H)-pyrimidinedione), S1C(=CC=C1)S(=O)(=O)Cl (2-thiophensulfonyl chloride). The solvent is N1=CC=CC=C1 (pyridine). Reaction conditions: time 8 hour. The product is ClC1=CC(=C(C=C1NS(=O)(=O)C=1SC=CC1)N1C(N(C(=CC1=O)C(F)(F)F)C)=O)F (3-(4-chloro-2-fluoro-5-(2-thienylsulfonylamino)phenyl)-1-methyl-6-trifluoromethyl-2,4(1H, 3H)-pyrimidinedione). Isolated yield 65.4%. RXN SMILES: [NH2:1][C:2]1[C:3]([Cl:22])=[CH:4][C:5]([F:21])=[C:6]([N:8]2[C:13](=[O:14])[CH:12]=[C:11]([C:15]([F:18])([F:17])[F:16])[N:10]([CH3:19])[C:9]2=[O:20])[CH:7]=1.[S:23]1[CH:27]=[CH:26][CH:25]=[C:24]1[S:28](Cl)(=[O:30])=[O:29]>N1C=CC=CC=1>[Cl:22][C:3]1[C:2]([NH:1][S:28]([C:24]2[S:23][CH:27]=[CH:26][CH:25]=2)(=[O:30])=[O:29])=[CH:7][C:6]([N:8]2[C:13](=[O:14])[CH:12]=[C:11]([C:15]([F:18])([F:17])[F:16])[N:10]([CH3:19])[C:9]2=[O:20])=[C:5]([F:21])[CH:4]=1. Reported procedure: In 5 ml of pyridine was dissolved 0.32 g of 3-(5-amino-4-chloro-2-fluorophenyl)-1-methyl-6-trifluoromethyl-2,4(1H,3H)-pyrimidinedione, and then 0.19 g of 2-thiophensulfonyl chloride was added to the solution at 5 ° C. or lower. Thereafter, the temperature was increased to room temperature and the reaction was continued overnight. Then, pyridine was removed by distillation and the residue was dissolved in ethyl acetate. The solution was washed successively with water, diluted hydrochloric acid an... The product is FC(C=1C=C2C(C=CC(C2=CC1)=O)=O)(F)F (6-(trifluoromethyl)-1,4-naphthoquinone). As a reaction SMILES: [F:1][C:2]([F:11])([F:10])[C:3]1[CH:4]=[CH:5][C:6](=[O:9])O[CH:8]=1.C1(=O)[CH:17]=[CH:16][C:15](=[O:18])[CH:14]=[CH:13]1>ClC1C=CC=CC=1Cl>[F:10][C:2]([F:1])([F:11])[C:3]1[CH:4]=[C:5]2[C:14](=[CH:13][CH:8]=1)[C:15](=[O:18])[CH:16]=[CH:17][C:6]2=[O:9]. Procedure: 1.64 g (0.01 mol) of 5-trifluoromethyl-2-oxo-2H-pyran and 5.4 g (0.05 mol) of 1,4-benzoquinone in 7 ml of 1,2-dichlorobenzene are heated at 180° C. for 12 hours. The reaction mixture is then evaporated at 90°/20 mbar, and the distillation residue is chromatographed on 150 g of silica gel 60 (eluent CH2Cl2 : acetone 19:1; excess pressure of 0.3 bar), yield 1.82 g (80.53%); m.p. 80°-85°. Reactants: FC(C=1C=CC(OC1)=O)(F)F (5-trifluoromethyl-2-oxo-2H-pyran), C1(C=CC(C=C1)=O)=O (1,4-benzoquinone). Solvent: ClC1=C(C=CC=C1)Cl (1,2-dichlorobenzene). Starting materials: FC(C1=C(C(=CC=C1)C)S(=O)(=O)OC(C)C)(F)F (isopropyl 2-trifluoromethyl-6-methylbenzenesulfonate), FC(C1=C(C(=CC=C1)C)S(=O)(=O)OC(C)C)(F)F (isopropyl 2-trifluoromethyl-6-methylbenzenesulfonate), [OH-].[Na+] (sodium hydroxide). Run in O1CCCC1 (tetrahydrofuran), O (water). Reaction conditions: time 8 hour. The product is FC(C1=C(C(=CC=C1)C)S(=O)(=O)[O-])(F)F.[Na+] (sodium 2-trifluoromethyl-6-methylbenzenesulfonate). Yield: 92.1%. RXN SMILES: [F:1][C:2]([F:18])([F:17])[C:3]1[CH:8]=[CH:7][CH:6]=[C:5]([CH3:9])[C:4]=1[S:10]([O:13]C(C)C)(=[O:12])=[O:11].[OH-].[Na+:20]>O1CCCC1.O>[F:18][C:2]([F:1])([F:17])[C:3]1[CH:8]=[CH:7][CH:6]=[C:5]([CH3:9])[C:4]=1[S:10]([O-:13])(=[O:11])=[O:12].[Na+:20] |f:1.2,5.6|. Procedure: A solution of 83 g of the crude isopropyl 2-trifluoromethyl-6-methylbenzenesulfonate (which contained about 10% of isopropyl 2-trifluoromethylbenzenesulfonate) in 300 mL of tetrahydrofuran was treated with a solution of 24.8 g of 50% aqueous sodium hydroxide in 150 mL of water and heated to reflux for 4 hours, then stirred at room temperature overnight. The mixture was assayed by capillary GC (10 m DB-1, 100°-250° C. at 20° C./min) to ascertain that the isopropyl 2-trifluoromethyl-6-methylbenzen... The reactants are Cl (HCl), COCCCN1C(=NC2=C1C=CC=C2)[C@H]2CN(CCC2)C(=O)OC(C)(C)C ((R)-tert-Butyl 3-(1-(3-methoxypropyl)-1H-benzo[d]imidazol-2-yl)piperidine-1-carboxylate). Run in CCO (EtOH). The product is COCCCN1C(=NC2=C1C=CC=C2)[C@H]2CNCCC2 ((R)-1-(3-methoxypropyl)-2-(piperidin-3-yl)-1H-benzo[d]imidazole). Yield: 98.8%. As a reaction SMILES: [CH3:1][O:2][CH2:3][CH2:4][CH2:5][N:6]1[C:10]2[CH:11]=[CH:12][CH:13]=[CH:14][C:9]=2[N:8]=[C:7]1[C@@H:15]1[CH2:20][CH2:19][CH2:18][N:17](C(OC(C)(C)C)=O)[CH2:16]1.Cl>CCO>[CH3:1][O:2][CH2:3][CH2:4][CH2:5][N:6]1[C:10]2[CH:11]=[CH:12][CH:13]=[CH:14][C:9]=2[N:8]=[C:7]1[C@@H:15]1[CH2:20][CH2:19][CH2:18][NH:17][CH2:16]1. Reported procedure: (R)-tert-Butyl 3-(1-(3-methoxypropyl)-1H-benzo[d]imidazol-2-yl)piperidine-1-carboxylate (4.82 mmol; 1.8 g) was added to a 100 mL round-bottomed flask equipped with a reflux condenser and stirring under nitrogen. EtOH (15 mL) and HCl (8 M in H2O; 4 mL) were then added and the solution was heated to reflux for 10 min. Analysis of the reaction mixture by LC/MS indicated that the reaction was complete. The solvent was then removed in-vacuo. The resultant oil was then extracted with EtOAc and a 10% a... The reactants are Cc1cc(C=O)c(OCCCCCCBr)c(C=O)c1, SCc1ccccc1, CC[O-], CCO, [Na+]. Product: Cc1cc(C=O)c(OCCCCCCSCc2ccccc2)c(C=O)c1. As a reaction SMILES: [Br:5][CH2:6][CH2:7][CH2:8][CH2:9][CH2:10][CH2:11][O:12][c:13]1[c:14]([CH:22]=[O:23])[cH:15][c:16]([CH3:21])[cH:17][c:18]1[CH:19]=[O:20].[CH2:24]([c:25]1[cH:26][cH:27][cH:28][cH:29][cH:30]1)[SH:31].[CH3:2][CH2:3][O-:4].[CH3:32][CH2:33][OH:34].[Na+:1]>>[CH2:6]([CH2:7][CH2:8][CH2:9][CH2:10][CH2:11][O:12][c:13]1[c:14]([CH:22]=[O:23])[cH:15][c:16]([CH3:21])[cH:17][c:18]1[CH:19]=[O:20])[S:31][CH2:24][c:25]1[cH:26][cH:27][cH:28][cH:29][cH:30]1. Reactants: ClC1=NC=C(C(=N1)Cl)F (2,4-Dichloro-5-fluoropyrimidine), C(C)(C)(C)OC(=O)NC=1C=C(N)C=CC1 (3-tert-butoxycarbonylaminoaniline). Run in CO (MeOH), O (H2O). Reaction conditions: temperature 70 celsius. Product: C(C)(C)(C)OC(=O)NC=1C=C(C=CC1)NC1=NC=C(C(=N1)NC1=CC(=CC=C1)NC(=O)OC(C)(C)C)F (N2,N4-bis[3-(tert-butoxycarbonylamino)phenyl]-5-fluoro-2,4-pyrimidinediamine). RXN SMILES: Cl[C:2]1[N:7]=[C:6](Cl)[C:5]([F:9])=[CH:4][N:3]=1.[C:10]([O:14][C:15]([NH:17][C:18]1[CH:19]=[C:20]([CH:22]=[CH:23][CH:24]=1)[NH2:21])=[O:16])([CH3:13])([CH3:12])[CH3:11]>CO.O>[C:10]([O:14][C:15]([NH:17][C:18]1[CH:19]=[C:20]([NH:21][C:2]2[N:7]=[C:6]([NH:21][C:20]3[CH:22]=[CH:23][CH:24]=[C:18]([NH:17][C:15]([O:14][C:10]([CH3:13])([CH3:12])[CH3:11])=[O:16])[CH:19]=3)[C:5]([F:9])=[CH:4][N:3]=2)[CH:22]=[CH:23][CH:24]=1)=[O:16])([CH3:13])([CH3:11])[CH3:12]. Procedure: 2,4-Dichloro-5-fluoropyrimidine (75 mg, 0.45 mmol) was dissolved in a mixture of MeOH (2 ml) and H2O (0.2 ml). 3-tert-butoxycarbonylaminoaniline (374 mg, 1.8 mmol) was added and the mixture was refluxed for 40 hours (70° C. oil-bath temperature). The mixture was cooled to 22° C., concentrated to dryness under reduced pressure and subjected to column chromatography on silica gel (CHCl3-Acetone, 9:1) to give N2,N4-bis[3-(tert-butoxycarbonylamino)phenyl]-5-fluoro-2,4-pyrimidinediamine. 1H NMR (DMSO... The reactants are C(C)(C)(C)OC(=O)NC1=C(N=C(S1)C1=C(C=CC=C1Cl)Cl)C(=O)O (5-(tert-butoxycarbonylamino)-2-(2,6-dichlorophenyl)thiazole-4-carboxylic acid), NC=1C=NC=CC1N1C[C@H](CCC1)NC(OC(C)(C)C)=O ((S)-tert-butyl 1-(3-aminopyridin-4-yl)piperidin-3-ylcarbamate). Yields the product NC1=C(N=C(S1)C1=C(C=CC=C1Cl)Cl)C(=O)NC=1C=NC=CC1N1C[C@H](CCC1)N ((S)-5-amino-N-(4-(3-aminopiperidin-1-yl)pyridin-3-yl)-2-(2,6-dichlorophenyl)thiazole-4-carboxamide). RXN SMILES: C(OC([NH:8][C:9]1[S:13][C:12]([C:14]2[C:19]([Cl:20])=[CH:18][CH:17]=[CH:16][C:15]=2[Cl:21])=[N:11][C:10]=1[C:22]([OH:24])=O)=O)(C)(C)C.[NH2:25][C:26]1[CH:27]=[N:28][CH:29]=[CH:30][C:31]=1[N:32]1[CH2:37][CH2:36][CH2:35][C@H:34]([NH:38]C(=O)OC(C)(C)C)[CH2:33]1>>[NH2:8][C:9]1[S:13][C:12]([C:14]2[C:15]([Cl:21])=[CH:16][CH:17]=[CH:18][C:19]=2[Cl:20])=[N:11][C:10]=1[C:22]([NH:25][C:26]1[CH:27]=[N:28][CH:29]=[CH:30][C:31]=1[N:32]1[CH2:37][CH2:36][CH2:35][C@H:34]([NH2:38])[CH2:33]1)=[O:24]. Procedure: Followed the procedure as described in EXAMPLE 1, starting with 5-(tert-butoxycarbonylamino)-2-(2,6-dichlorophenyl)thiazole-4-carboxylic acid and (S)-tert-butyl 1-(3-aminopyridin-4-yl)piperidin-3-ylcarbamate. Obtained the desired product as a white solid (9 mg). 1H NMR (500 MHz, DMSO) δ 9.21 (s, 1H), 8.18 (d, J=5.3 Hz, 1H), 7.69-7.60 (m, 2H), 7.56 (dd, J=8.9, 7.3 Hz, 3H), 7.04 (d, J=5.3 Hz, 1H), 3.08 (d, J=8.1 Hz, 1H), 2.97 (d, J=11.9 Hz, 1H), 2.79 (d, J=9.0 Hz, 1H), 2.56 (dd, J=21.5, 11.0 Hz, 1... Starting materials: CN(C)C=O, Clc1nc(Cl)nc(Cl)n1, CC(NC(=O)OCc1ccccc1)C(N)=O, O. Product: CC(C#N)NC(=O)OCc1ccccc1. Reaction SMILES: [CH3:27][N:28]([CH3:29])[CH:30]=[O:31].[Cl:17][c:18]1[n:19][c:20]([Cl:21])[n:22][c:23]([Cl:24])[n:25]1.[NH2:1][C:2]([CH:3]([CH3:4])[NH:5][C:6]([O:7][CH2:8][c:9]1[cH:10][cH:11][cH:12][cH:13][cH:14]1)=[O:15])=[O:16].[OH2:26]>>[N:1]#[C:2][CH:3]([CH3:4])[NH:5][C:6]([O:7][CH2:8][c:9]1[cH:10][cH:11][cH:12][cH:13][cH:14]1)=[O:15]. The reactants are ClC1=CC=C(C(=N1)N(CC)CC1=CN=C(S1)Cl)[N+](=O)[O-] (6-chloro-N-((2-chlorothiazole-5-yl)methyl)-N-ethyl-3-nitropyridine-2-amine), [Na] (sodium), C(C)O (ethanol), C(C)O (ethanol). Conditions: time 4 hour. The product is C(C)OC1=CC=C(C(=N1)N(CC)CC1=CN=C(S1)Cl)[N+](=O)[O-] (6-ethoxy-N-((2-chlorothiazole-5-yl)methyl)-N-ethyl-3-nitropyridine-2-amine). The yield is 28.2%. RXN SMILES: Cl[C:2]1[N:7]=[C:6]([N:8]([CH2:11][C:12]2[S:16][C:15]([Cl:17])=[N:14][CH:13]=2)[CH2:9][CH3:10])[C:5]([N+:18]([O-:20])=[O:19])=[CH:4][CH:3]=1.[Na].[CH2:22]([OH:24])[CH3:23]>>[CH2:22]([O:24][C:2]1[N:7]=[C:6]([N:8]([CH2:11][C:12]2[S:16][C:15]([Cl:17])=[N:14][CH:13]=2)[CH2:9][CH3:10])[C:5]([N+:18]([O-:20])=[O:19])=[CH:4][CH:3]=1)[CH3:23] |^1:20|. Reported procedure: 2.30 g of 6-chloro-N-((2-chlorothiazole-5-yl)methyl)-N-ethyl-3-nitropyridine-2-amine (prepared in example 1) in ethanol (5 mL) was added dropwise to 0.16 g of sodium metal in 10 mL of anhydrous ethanol, the reaction mixture stirred at the room temperature for 2 to 6 hours, then treated according to example 1 to obtain 0.68 g of 6-ethoxy-N-((2-chlorothiazole-5-yl)methyl)-N-ethyl-3-nitropyridine-2-amine, at 98.0% purity, as a yellow viscous liquid, yield of 28.2%. GC-MS (M+) (EI, 70 eV, m/z) calc:...